Dataset: the Open Reaction Database (ORD), a public repository of structured organic reaction records. Task: describe an organic reaction: reactants, conditions, products, and yield The reactants are C1(CCCCC1)CN1C(N(C=2NC(=NC2C1=O)C1=CC=C(/C=C/C(=O)O)C=C1)CC1CCCCC1)=O ((E)-4-[1,3 bis(cyclohexylmethyl)-1,2,3,6-tetrahydro-2,6-dioxo-9H-purin-8-yl]cinnamic acid). Reagents/catalysts: [Pd] (palladium on carbon). The solvent is CN(C)C=O (DMF). Product: C1(CCCCC1)CN1C(N(C=2NC(=NC2C1=O)C1=CC=C(C=C1)CCC(=O)O)CC1CCCCC1)=O (3-{4-[1,3 Bis(cyclohexylmethyl)-1,2,3,6-tetrahydro-2,6-dioxo-9H-purin-8-yl]phenyl}propionic Acid). Reaction SMILES: [CH:1]1([CH2:7][N:8]2[C:16](=[O:17])[C:15]3[N:14]=[C:13]([C:18]4[CH:28]=[CH:27][C:21](/[CH:22]=[CH:23]/[C:24]([OH:26])=[O:25])=[CH:20][CH:19]=4)[NH:12][C:11]=3[N:10]([CH2:29][CH:30]3[CH2:35][CH2:34][CH2:33][CH2:32][CH2:31]3)[C:9]2=[O:36])[CH2:6][CH2:5][CH2:4][CH2:3][CH2:2]1>[Pd].CN(C=O)C>[CH:1]1([CH2:7][N:8]2[C:16](=[O:17])[C:15]3[N:14]=[C:13]([C:18]4[CH:19]=[CH:20][C:21]([CH2:22][CH2:23][C:24]([OH:26])=[O:25])=[CH:27][CH:28]=4)[NH:12][C:11]=3[N:10]([CH2:29][CH:30]3[CH2:35][CH2:34][CH2:33][CH2:32][CH2:31]3)[C:9]2=[O:36])[CH2:2][CH2:3][CH2:4][CH2:5][CH2:6]1. Procedure: (E)-4-[1,3 Bis(cyclohexylmethyl)-1,2,3,6-tetrahydro-2,6-dioxo-9H-purin-8-yl]cinnamic acid (from step (d) example 1, 560 mg, 1.13 mmol) was shaken with 10% palladium on carbon (500 mg) in DMF (100 mL) under hydrogen (30 psi) in a Parr apparatus for 6 h. Catalyst was filtered off (Celite) and volatiles evaporated in vacuo. The residual oil was solidified from DMF, filtered, dissolved in 1N sodium hydroxide, and then reprecipitated by addition of excess 1N hydrochloric acid. Such a sample was filte... Reaction SMILES: [C:41]([O:42][BH-:43]([O:44][C:45](=[O:46])[CH3:47])[O:48][C:49](=[O:50])[CH3:51])(=[O:52])[CH3:53].[CH2:35]1[CH2:36][CH2:37][NH:38][CH2:39][CH2:40]1.[CH3:59][CH2:60][O:61][C:62]([CH3:63])=[O:64].[Cl:1][c:2]1[cH:3][cH:4][c:5]([S:8](=[O:9])(=[O:10])[N:11]2[CH:12]([CH2:18][C:19](=[O:20])[NH:21][CH:22]3[CH2:23][CH2:24][CH2:25][c:26]4[cH:27][c:28]([CH2:32][CH:33]=[O:34])[cH:29][cH:30][c:31]43)[C:13](=[O:17])[NH:14][CH2:15][CH2:16]2)[cH:6][cH:7]1.[Cl:55][CH:56]([Cl:57])[CH3:58].[Na+:54]>>[Cl:1][c:2]1[cH:3][cH:4][c:5]([S:8](=[O:9])(=[O:10])[N:11]2[CH:12]([CH2:18][C:19](=[O:20])[NH:21][CH:22]3[CH2:23][CH2:24][CH2:25][c:26]4[cH:27][c:28]([CH2:32][CH2:33][N:38]5[CH2:37][CH2:36][CH2:35][CH2:40][CH2:39]5)[cH:29][cH:30][c:31]43)[C:13](=[O:17])[NH:14][CH2:15][CH2:16]2)[cH:6][cH:7]1. Yields the product O=C(CC1C(=O)NCCN1S(=O)(=O)c1ccc(Cl)cc1)NC1CCCc2cc(CCN3CCCCC3)ccc21. Starting materials: CC(=O)O[BH-](OC(C)=O)OC(C)=O, C1CCNCC1, CCOC(C)=O, O=CCc1ccc2c(c1)CCCC2NC(=O)CC1C(=O)NCCN1S(=O)(=O)c1ccc(Cl)cc1, CC(Cl)Cl, [Na+]. Starting materials: [Br-], Cc1ccc([N+](=O)[O-])cc1CCOS(C)(=O)=O, CC(C)=O, [Li+]. The product is Cc1ccc([N+](=O)[O-])cc1CCBr. As a reaction SMILES: [Br-:19].[CH3:1][S:2]([O:3][CH2:6][CH2:7][c:8]1[c:9]([CH3:17])[cH:10][cH:11][c:12]([N+:14](=[O:15])[O-:16])[cH:13]1)(=[O:4])=[O:5].[CH3:20][C:21](=[O:22])[CH3:23].[Li+:18]>>[CH2:6]([CH2:7][c:8]1[c:9]([CH3:17])[cH:10][cH:11][c:12]([N+:14](=[O:15])[O-:16])[cH:13]1)[Br:19]. The reactants are C1=CC2=C(C=C1C=O)OCO2 (piperonal), S1C2=C(C=C1)C=CC=C2 (benzo[b]thiophene), [Li]C(C)(C)C (t-BuLi). The solvent is C1CCOC1 (THF). Product: S1C2=C(C=C1C(C1=CC3=C(C=C1)OCO3)O)C=CC=C2 (α-(2-Benzo[b]thienyl)-3,4-(methylenedioxy)benzyl alcohol), yellow solid. Yield: 74.0%. Reaction SMILES: [S:1]1[CH:5]=[CH:4][C:3]2[CH:6]=[CH:7][CH:8]=[CH:9][C:2]1=2.[Li]C(C)(C)C.[CH:15]1[C:20]([CH:21]=[O:22])=[CH:19][C:18]2[O:23][CH2:24][O:25][C:17]=2[CH:16]=1>C1COCC1>[S:1]1[C:5]([CH:21]([OH:22])[C:20]2[CH:15]=[CH:16][C:17]3[O:25][CH2:24][O:23][C:18]=3[CH:19]=2)=[CH:4][C:3]2[CH:6]=[CH:7][CH:8]=[CH:9][C:2]1=2. Procedure: α-(2-Benzo[b]thienyl)-3,4-(methylenedioxy)benzyl alcohol was prepared by the method of Example 40A using benzo[b]thiophene (7.5 mmoles, 1.0 g), t-BuLi (1.7M, 9.7 mmoles, 5.7 ml), piperonal (8.9 mmoles, 1.0 g) and THF (20 ml). Flash chromatography (20% ethyl acetate/hexanes) provided 1.6 g (74%) of a yellow solid. Starting materials: C(C1=CC=CC=C1)(=O)CC(C1=CC=CC=C1)=O (dibenzoylmethane), C(C)(C)O (isopropanol), C(C)(C)O (isopropanol), CNN (methyl hydrazine). Run in O (water). Reaction conditions: temperature 85 celsius. The product is CN1N=C(C=C1C1=CC=CC=C1)C1=CC=CC=C1 (1-Methyl-3,5-diphenylpyrazole). RXN SMILES: [C:1]([CH2:9][C:10](=O)[C:11]1[CH:16]=[CH:15][CH:14]=[CH:13][CH:12]=1)(=O)[C:2]1[CH:7]=[CH:6][CH:5]=[CH:4][CH:3]=1.C(O)(C)C.[CH3:22][NH:23][NH2:24]>O>[CH3:22][N:23]1[C:1]([C:2]2[CH:7]=[CH:6][CH:5]=[CH:4][CH:3]=2)=[CH:9][C:10]([C:11]2[CH:16]=[CH:15][CH:14]=[CH:13][CH:12]=2)=[N:24]1. Procedure: 5.0 Grams of dibenzoylmethane in 40 ml. of isopropanol is heated to 50° C. The temperature of the reaction mixture is then raised to about 85° C. and 10.5 grams of methyl hydrazine in 10 ml. of isopropanol added thereto. The mixture is heated at this temperature for 30 minutes, then cooled and cold water added thereto. A white solid precipitate forms and is filtered, washed and dried to yield 5.22 grams of product having a melting point of 59.5° C. to 60° C., 99+% yield. Starting materials: FC(C=1NC2=C(N1)C=C(C=C2[N+](=O)[O-])C(F)(F)F)(F)F (2,6-bis(trifluoromethyl)-4-nitrobenzimidazole), [N+](=O)([O-])C1=CC(=CC(=C1)C(F)F)[N+](=O)[O-] (2,6-dinitro-4-difluoromethylbenzene), [N+](=O)([O-])C=1C=C(C=O)C=C(C1O)[N+](=O)[O-] (3,5-dinitro-4-hydroxybenzaldehyde). Yields the product [N+](=O)([O-])C1=C(C(=CC(=C1)C(F)F)[N+](=O)[O-])O (2,6-dinitro-4-difluoromethylphenol). Reaction SMILES: FC(F)(F)C1NC2C([N+]([O-])=[O:13])=CC(C(F)(F)F)=CC=2N=1.[N+:21]([C:24]1[CH:29]=[C:28]([CH:30]([F:32])[F:31])[CH:27]=[C:26]([N+:33]([O-:35])=[O:34])[CH:25]=1)([O-:23])=[O:22].[N+](C1C=C(C=C([N+]([O-])=O)C=1O)C=O)([O-])=O>>[N+:21]([C:24]1[CH:29]=[C:28]([CH:30]([F:31])[F:32])[CH:27]=[C:26]([N+:33]([O-:35])=[O:34])[C:25]=1[OH:13])([O-:23])=[O:22]. Reported procedure: Compounds in which the substituent in the 6(5) position of the benzene ring of the benzimidazole is difluoromethyl are prepared from 2,6-dinitro-4-difluoromethylbenzene according to the above procedure. This latter compound is prepared by the reaction of SF4 and 3,5-dinitro-4-hydroxybenzaldehyde to yield 2,6-dinitro-4-difluoromethylphenol which is converted to the corresponding chloride by conventional means. 2-Trifluoromethyl-4-nitro-6-difluoromethylbenzimidazole was prepared from the above dia... The reactants are C(C)(=O)[O-].C(C)(=O)[O-].C(C)(=O)[O-].ClC1=C(C=CC(=C1)C)[Pb+3] (2-chloro-4-methyl-phenyl lead triacetate), FC(CN1S(CC(C2=NC=CN=C12)=O)(=O)=O)F (1-(2,2-difluoro-ethyl)-2,2-dioxo-2,3-dihydro-1H-2-λ-6-thia-1,5,8-triaza-naphthalen-4-one), C(C(C)C)(=O)Cl (Isobutyryl chloride). Reagents/catalysts: CN(C1=CC=NC=C1)C (4-dimethylaminopyridine). Solvent: ClCCl (dichloromethane), Cl (hydrochloric acid), C(Cl)(Cl)Cl (chloroform), C1(=CC=CC=C1)C (toluene). The product is ClC1=C(C=CC(=C1)C)C=1S(N(C2=NC=CN=C2C1OC(C(C)C)=O)CC(F)F)(=O)=O (isobutyric acid 3-(2-chloro-4-methyl-phenyl)-1-(2,2-difluoro-ethyl)-2,2-dioxo-1,2-dihydro-2-λ-6-thia-1,5,8-triaza-naphthalen-4-yl ester). As a reaction SMILES: C([O-])(=O)C.C([O-])(=O)C.C([O-])(=O)C.[Cl:13][C:14]1[CH:19]=[C:18]([CH3:20])[CH:17]=[CH:16][C:15]=1[Pb+3].[F:22][CH:23]([F:38])[CH2:24][N:25]1[C:34]2[C:29](=[N:30][CH:31]=[CH:32][N:33]=2)[C:28](=[O:35])[CH2:27][S:26]1(=[O:37])=[O:36].[C:39](Cl)(=[O:43])[CH:40]([CH3:42])[CH3:41]>CN(C)C1C=CN=CC=1.C(Cl)(Cl)Cl.C1(C)C=CC=CC=1.ClCCl.Cl>[Cl:13][C:14]1[CH:19]=[C:18]([CH3:20])[CH:17]=[CH:16][C:15]=1[C:27]1[S:26](=[O:36])(=[O:37])[N:25]([CH2:24][CH:23]([F:22])[F:38])[C:34]2[C:29]([C:28]=1[O:35][C:39](=[O:43])[CH:40]([CH3:42])[CH3:41])=[N:30][CH:31]=[CH:32][N:33]=2 |f:0.1.2.3|. Reported procedure: A mixture of 2-chloro-4-methyl-phenyl lead triacetate (0.153 g), 1-(2,2-difluoro-ethyl)-2,2-dioxo-2,3-dihydro-1H-2-λ-6-thia-1,5,8-triaza-naphthalen-4-one (Example 9.4) (0.070 g) and 4-dimethylaminopyridine (“DMAP”) (0.169 g) in anhydrous chloroform (2 ml) and toluene (1 ml) under a nitrogen atmosphere was heated to reflux for four hours. Isobutyryl chloride (53 μl) was added and the reaction mixture heated to reflux for a further two hours. The reaction mixture was then allowed to cool to ambien...